describe an organic reaction: reactants, conditions, products, and yield From a dataset of the Open Reaction Database (ORD), a public repository of structured organic reaction records. The reactants are C(C)(C)(C)OC(NC=1N(N=C(C1)C(C)(C)C)C1=CC(=CC=C1)N1CCOCC1)=O ([5-tert-Butyl-2-(3-morpholin-4-yl-phenyl)-2H-pyrazol-3-yl]-carbamic acid tert-butyl ester), C(=O)(C(F)(F)F)O (TFA). Run in C(Cl)Cl (DCM). The product is C(C)(C)(C)C=1C=C(N(N1)C1=CC(=CC=C1)N1CCOCC1)N (5-tert-Butyl-2-(3-morpholin-4-yl-phenyl)-2H-pyrazol-3-ylamine). Isolated yield 87.2%. Reaction SMILES: C(OC(=O)[NH:7][C:8]1[N:9]([C:17]2[CH:22]=[CH:21][CH:20]=[C:19]([N:23]3[CH2:28][CH2:27][O:26][CH2:25][CH2:24]3)[CH:18]=2)[N:10]=[C:11]([C:13]([CH3:16])([CH3:15])[CH3:14])[CH:12]=1)(C)(C)C.C(O)(C(F)(F)F)=O>C(Cl)Cl>[C:13]([C:11]1[CH:12]=[C:8]([NH2:7])[N:9]([C:17]2[CH:22]=[CH:21][CH:20]=[C:19]([N:23]3[CH2:24][CH2:25][O:26][CH2:27][CH2:28]3)[CH:18]=2)[N:10]=1)([CH3:16])([CH3:14])[CH3:15]. Procedure details: A solution of Intermediate 23c (290 mg, 0.725 mmol) and TFA (3 mL) in DCM (4 mL) was stirred at RT for 1 h. The reaction mixture was applied to an SCX-2 cartridge (10 g) and washed with MeOH. The product was eluted with 2M NH3 in MeOH; concentration in vacuo gave the title compound (190 mg, 86%). LCMS (Method 1): Rt 2.29 min, m/z 301 [MH+]. The product is ClC1=C(C(=O)C=2C=NN(C2OCC2=CC=CC=C2)C)C=CC(=C1C)Cl (4-(2,4-dichloro-3-methylbenzoyl)-1-methyl-5-benzyloxypyrazole). Reaction SMILES: [Cl:1][C:2]1[C:16]([CH3:17])=[C:15]([Cl:18])[CH:14]=[CH:13][C:3]=1[C:4]([C:6]1[CH:7]=[N:8][N:9]([CH3:12])[C:10]=1[OH:11])=[O:5].C1C=CC=CC=1.[CH2:25](Br)[C:26]1[CH:31]=[CH:30][CH:29]=[CH:28][CH:27]=1>C(N(CC)CC)C>[Cl:1][C:2]1[C:16]([CH3:17])=[C:15]([Cl:18])[CH:14]=[CH:13][C:3]=1[C:4]([C:6]1[CH:7]=[N:8][N:9]([CH3:12])[C:10]=1[O:11][CH2:25][C:26]1[CH:31]=[CH:30][CH:29]=[CH:28][CH:27]=1)=[O:5]. Solvent: C(C)N(CC)CC (triethylamine). Procedure: 1.43 g (0.005 mol) of 4-(2,4-dichloro-3-methylbenzoyl)-1-methyl-5-hydroxypyrazole was dissolved in 20 ml of benzene containing 0.50 g (0.005 mol) of triethylamine, and 0.86 g (0.005 mol) of benzylbromide was added thereto. Then, the reaction mixture was refluxed with stirring for 2 hours. After cooling, the precipitated salt was filtered off, and benzene was distilled off from the residual solution under reduced pressure. The resulting oily product was purified through a silica gel column chroma... Reaction conditions: time 2 hour. Isolated yield 89.0%. Starting materials: ClC1=C(C(=O)C=2C=NN(C2O)C)C=CC(=C1C)Cl (4-(2,4-dichloro-3-methylbenzoyl)-1-methyl-5-hydroxypyrazole), C1=CC=CC=C1 (benzene), C(C1=CC=CC=C1)Br (benzylbromide). The reactants are [BH4-], O=C([O-])O, CCO, O=CNc1nc(C(=O)C(=O)O)cs1, [Na+], [Na+], O. Product: O=CNc1nc(C(O)C(=O)O)cs1. As a reaction SMILES: [BH4-:22].[C:14](=[O:15])([OH:16])[O-:17].[CH3:19][CH2:20][OH:21].[CH:1](=[O:2])[NH:3][c:4]1[s:5][cH:6][c:7]([C:9]([C:10](=[O:11])[OH:12])=[O:13])[n:8]1.[Na+:18].[Na+:23].[OH2:24]>>[CH:1](=[O:2])[NH:3][c:4]1[s:5][cH:6][c:7]([CH:9]([C:10](=[O:11])[OH:12])[OH:13])[n:8]1. Starting materials: C1(=CC=C(C=C1)C=1CNCC1)C (3-(p-tolyl)-3-pyrroline), C(I)I (methylene iodide). The reagents and catalysts are [Cu] (copper). The solvent is C1=CC=CC=C1 (benzene). The product is C1(=CC=C(C=C1)C12CNCC2C1)C (1-(p-tolyl)-3-azabicyclo[3.1.0]hexane). Reaction SMILES: [C:1]1([CH3:12])[CH:6]=[CH:5][C:4]([C:7]2[CH2:8][NH:9][CH2:10][CH:11]=2)=[CH:3][CH:2]=1.[CH2:13](I)I>C1C=CC=CC=1.[Cu]>[C:1]1([CH3:12])[CH:2]=[CH:3][C:4]([C:7]23[CH2:13][CH:11]2[CH2:10][NH:9][CH2:8]3)=[CH:5][CH:6]=1. Reported procedure: A mixture of 3-(p-tolyl)-3-pyrroline, methylene iodide, and powdered copper in a molar ration of 1:2:4 is heated in benzene for about 50 hours. Filtration and evaporation of the solution gives 1-(p-tolyl)-3-azabicyclo[3.1.0]hexane. Starting materials: O(C1=CC=CC=C1)CCCCO (4-Phenoxy-1-butanol), BrCCCCCCBr (1,6-dibromohexane), [OH-].[Na+] (sodium hydroxide). Run in O (Water). Product: BrCCCCCCOCCCCOC1=CC=CC=C1 ([4-[(6-Bromohexyl)oxy]butoxy]benzene). Reaction SMILES: [O:1]([CH2:8][CH2:9][CH2:10][CH2:11][OH:12])[C:2]1[CH:7]=[CH:6][CH:5]=[CH:4][CH:3]=1.[Br:13][CH2:14][CH2:15][CH2:16][CH2:17][CH2:18][CH2:19]Br.[OH-].[Na+]>O>[Br:13][CH2:14][CH2:15][CH2:16][CH2:17][CH2:18][CH2:19][O:12][CH2:11][CH2:10][CH2:9][CH2:8][O:1][C:2]1[CH:7]=[CH:6][CH:5]=[CH:4][CH:3]=1 |f:2.3|. Procedure: 4-Phenoxy-1-butanol (4 g), 1,6-dibromohexane (6.7 ml), TAB (0.8 g) and sodium hydroxide (9.4 g in 18 ml water) were stirred at room temperature under nitrogen for 20 h. Water (80 ml) was added and the mixture extracted with diethyl ether (3×100 ml). The combined organic extracts were washed with water (50 ml), brine (50 ml), dried and evaporated to give a colourless liquid. This was applied to an FCC column and eluted with cyclohexane (2 l) and then with System A (1:40). The resulting oil was di... Starting materials: Cc1cc(C(CC2CCCC2)C(=O)Nc2ccn(CCO[Si](C)(C)C(C)(C)C)n2)ccc1S(C)(=O)=O, CCO, CCOC(C)=O, Cl. Product: Cc1cc(C(CC2CCCC2)C(=O)Nc2ccn(CCO)n2)ccc1S(C)(=O)=O. Reaction SMILES: [C:1]([Si:2]([CH3:3])([CH3:4])[O:6][CH2:7][CH2:8][n:9]1[n:10][c:11]([NH:14][C:15]([CH:16]([CH2:17][CH:18]2[CH2:19][CH2:20][CH2:21][CH2:22]2)[c:23]2[cH:24][c:25]([CH3:33])[c:26]([S:29](=[O:30])(=[O:31])[CH3:32])[cH:27][cH:28]2)=[O:34])[cH:12][cH:13]1)([CH3:5])([CH3:35])[CH3:36].[CH3:37][CH2:38][OH:39].[CH3:41][CH2:42][O:43][C:44](=[O:45])[CH3:46].[ClH:40]>>[OH:6][CH2:7][CH2:8][n:9]1[n:10][c:11]([NH:14][C:15]([CH:16]([CH2:17][CH:18]2[CH2:19][CH2:20][CH2:21][CH2:22]2)[c:23]2[cH:24][c:25]([CH3:33])[c:26]([S:29](=[O:30])(=[O:31])[CH3:32])[cH:27][cH:28]2)=[O:34])[cH:12][cH:13]1. Reactants: C(C)(C)(C)N1S\C(\C(=C1)C=O)=N/C(C1=C(C=CC(=C1)Cl)OC)=O (N-[(5Z)-2-tert-butyl-4-formylisothiazol-5(2H)-ylidene]-5-chloro-2-methoxybenzamide), [BH4-].[Na+] (sodium borohydride). The solvent is C1CCOC1 (THF). The product is C(C)(C)(C)N1S\C(\C(=C1)CO)=N/C(C1=C(C=CC(=C1)Cl)OC)=O (N-[(5Z)-2-tert-butyl-4-(hydroxymethyl)isothiazol-5(2H)-ylidene]-5-chloro-2-methoxybenzamide). The yield is 100.6%. As a reaction SMILES: [C:1]([N:5]1[CH:9]=[C:8]([CH:10]=[O:11])/[C:7](=[N:12]/[C:13](=[O:23])[C:14]2[CH:19]=[C:18]([Cl:20])[CH:17]=[CH:16][C:15]=2[O:21][CH3:22])/[S:6]1)([CH3:4])([CH3:3])[CH3:2].[BH4-].[Na+]>C1COCC1>[C:1]([N:5]1[CH:9]=[C:8]([CH2:10][OH:11])/[C:7](=[N:12]/[C:13](=[O:23])[C:14]2[CH:19]=[C:18]([Cl:20])[CH:17]=[CH:16][C:15]=2[O:21][CH3:22])/[S:6]1)([CH3:4])([CH3:3])[CH3:2] |f:1.2|. Procedure: The product from Example 21A (50 mg, 0.14 mmol) in THF (10 mL) was treated with sodium borohydride (21 mg, 0.57 mmol) at −40° C. for 1 hr, quenched with saturated NH4Cl, extracted with EtOAc (2×), dried over MgSO4, filtered and concentrated to afford 50 mg of the title compound. 1H NMR (500 MHz, CDCl3) δ ppm 1.67 (s, 9H) 3.93 (s, 3H) 4.88 (s, 2H) 6.94 (d, J=8.85 Hz, 1H) 7.37 (dd, J=8.85, 3.05 Hz, 1H) 8.05 (s, 1H) 8.08 (d, J=2.75 Hz, 1H); MS (DCI/NH4+) m/z 355 (M+H)+. Starting materials: C(C)OC(OCC)OCC (triethylorthoformate), NC1=C(C(=C(C=C1C)O)C(C)C)O (4-amino-2-isopropyl-5-methyl-benzene-1,3-diol), dihydroxycymenes, OC=1C=C(C=C(C1C)O)C(C)C (3,5-dihydroxycymene), C1(CC(C(C(C1)=O)C(C)C)=O)C (3,5-menthanedione), OS(=O)(=O)O (H2SO4). The reagents and catalysts are [Cl-].[Ti+4].[Cl-].[Cl-].[Cl-] (titanium chloride). The solvent is CO (MeOH), CO (MeOH). Conditions: temperature 0 celsius, time 8 hour. The product is C(C)(C)C1=C(C=C(C=2N=C(OC21)C)C)O (7-isopropyl-2,4-dimethyl-benzooxazol-6-ol). RXN SMILES: [NH2:1][C:2]1[C:7]([CH3:8])=[CH:6][C:5]([OH:9])=[C:4]([CH:10]([CH3:12])[CH3:11])[C:3]=1[OH:13].O[C:15]1C=C(C(C)C)C=C(O)[C:20]=1C.C1(C)CC(=O)C(C(C)C)C(=O)C1.C(OC(OCC)OCC)C.OS(O)(=O)=O>CO.[Cl-].[Ti+4].[Cl-].[Cl-].[Cl-]>[CH:10]([C:4]1[C:3]2[O:13][C:15]([CH3:20])=[N:1][C:2]=2[C:7]([CH3:8])=[CH:6][C:5]=1[OH:9])([CH3:11])[CH3:12] |f:6.7.8.9.10|. Procedure: To a flask charged with 4-amino-2-isopropyl-5-methyl-benzene-1,3-diol (250 mg, 1.4 mmol) (Treibs and Albrecht, “The dihydroxycymenes. IV. Isocymorcin (3,5-dihydroxycymene) from 3,5-menthanedione by dehydrogenation and total synthesis,” Journal fuer Praktische Chemie (1961), 13, 291-305), purged with argon, and cooled to 0° C., was sequentially added triethylorthoformate (0.53 mL, 4.2 mmol), MeOH (2.5 mL), and a 10% v/v solution of H2SO4 in MeOH (25 μL). The reaction was allowed to warm to room t... The reactants are COC(NC=1C(=NC(=CC1I)C(F)(F)F)Cl)=O ((2-Chloro-4-iodo-6-trifluoromethyl-pyridin-3-yl)-carbamic acid methyl ester), C(C)(CC)[Li] (sec-Butyllithium), COC(NC=1C(=NC(=CC1)C(F)(F)F)Cl)=O ((2-chloro-6-trifluoromethyl-pyridin-3-yl)-carbamic acid methyl ester), CN(CCN(C)C)C (N,N,N′,N′-tetramethylethylenediamine), II (iodine). Solvent: C1CCOC1 (THF), C1CCOC1 (THF). Run at temperature -10 celsius, time 1 hour. Yields the product ClC=1N=C(C=C2C1NC=C2)C(F)(F)F (7-chloro-5-trifluoromethyl-1H-pyrrolo[2,3-c]pyridine). Yield: 54.0%. RXN SMILES: CO[C:3](=O)[NH:4][C:5]1[C:6]([Cl:16])=[N:7][C:8]([C:12]([F:15])([F:14])[F:13])=[CH:9][C:10]=1I.[CH:18]([Li])(CC)C.COC(=O)NC1C(Cl)=NC(C(F)(F)F)=CC=1.CN(C)CCN(C)C.II>C1COCC1>[Cl:16][C:6]1[N:7]=[C:8]([C:12]([F:15])([F:14])[F:13])[CH:9]=[C:10]2[CH:18]=[CH:3][NH:4][C:5]=12. Procedure details: (2-Chloro-4-iodo-6-trifluoromethyl-pyridin-3-yl)-carbamic acid methyl ester: sec-Butyllithium solution (1.3 M in cyclohexane, 7.55 mL, 5.81 mmol) was added at −78° C. to a solution of (2-chloro-6-trifluoromethyl-pyridin-3-yl)-carbamic acid methyl ester (1.00 g, 3.93 mmol) and N,N,N′,N′-tetramethylethylenediamine (1.14 g, 9.82 mmol) in THF (50 mL). The solution was stirred for 1 h at −10° C., then cooled again to −78° C. and treated with a solution of iodine (1.66 g, 6.52 mmol) in THF (20 mL). Af... The reactants are C1=CC(=CC(=C1)Cl)C(=O)OO (mCPBA), ClC1=C(C(=CC(=C1)S(=O)(=O)C)Cl)N1N=C2C(C=NC=C2)=C1 (2-(2,6-dichloro-4-methanesulfonylphenyl)-2H-pyrazolo[4,3-c]pyridine), S(=S)(=O)([O-])[O-].[Na+].[Na+] (sodium thiosulfate), C1=CC(=CC(=C1)Cl)C(=O)OO (mCPBA). Run in C(Cl)Cl (DCM). Conditions: time 1 hour. Yields the product ClC1=C(C(=CC(=C1)S(=O)(=O)C)Cl)N1N=C2C(C=[N+](C=C2)[O-])=C1 (2-(2,6-Dichloro-4-methanesulfonylphenyl)-2H-pyrazolo[4,3-c]pyridine-5-oxide). Yield: 81.2%. Reaction SMILES: C1C=C(Cl)C=C(C(OO)=[O:9])C=1.[Cl:12][C:13]1[CH:18]=[C:17]([S:19]([CH3:22])(=[O:21])=[O:20])[CH:16]=[C:15]([Cl:23])[C:14]=1[N:24]1[CH:32]=[C:27]2[CH:28]=[N:29][CH:30]=[CH:31][C:26]2=[N:25]1.S([O-])([O-])(=O)=S.[Na+].[Na+]>C(Cl)Cl>[Cl:12][C:13]1[CH:18]=[C:17]([S:19]([CH3:22])(=[O:20])=[O:21])[CH:16]=[C:15]([Cl:23])[C:14]=1[N:24]1[CH:32]=[C:27]2[CH:28]=[N+:29]([O-:9])[CH:30]=[CH:31][C:26]2=[N:25]1 |f:2.3.4|. Reported procedure: mCPBA (569 mg, 3.3 mmol) was added to a cooled (0° C.) solution of 2-(2,6-dichloro-4-methanesulfonylphenyl)-2H-pyrazolo[4,3-c]pyridine (752 mg, 2.2 mmol) in DCM (20 mL) under nitrogen. The reaction was stirred for 1 hour, warmed to room temperature, and stirred for an additional 2 hours. Further mCPBA (150 mg) was added and the reaction mixture was stirred at room temperature for 4 hours before adding sodium thiosulfate (aq.). The organic layer was separated, washed with sodium hydrogen carbonat...